This data is from the Open Reaction Database (ORD), a public repository of structured organic reaction records. The task is: describe an organic reaction: reactants, conditions, products, and yield Reactants: NCC1(CCCCC1)N1CCN(CC1)C (1-(1-Aminomethylcyclohexyl)-4-methylpiperazine), C1(=CC=C(C=C1)S(=O)(=O)Cl)C (p-toluene sulphonyl chloride). The solvent is [OH-].[Na+] (sodium hydroxide). Yields the product S(=O)(=O)(C1=CC=C(C)C=C1)NCC1(CCCCC1)N1CCN(CC1)C (1-(1-tosylaminomethylcyclohexyl)-4-methyl piperazine). Yield: 46.3%. As a reaction SMILES: [NH2:1][CH2:2][C:3]1([N:9]2[CH2:14][CH2:13][N:12]([CH3:15])[CH2:11][CH2:10]2)[CH2:8][CH2:7][CH2:6][CH2:5][CH2:4]1.[C:16]1([CH3:26])[CH:21]=[CH:20][C:19]([S:22](Cl)(=[O:24])=[O:23])=[CH:18][CH:17]=1>[OH-].[Na+]>[S:22]([NH:1][CH2:2][C:3]1([N:9]2[CH2:10][CH2:11][N:12]([CH3:15])[CH2:13][CH2:14]2)[CH2:8][CH2:7][CH2:6][CH2:5][CH2:4]1)([C:19]1[CH:20]=[CH:21][C:16]([CH3:26])=[CH:17][CH:18]=1)(=[O:24])=[O:23] |f:2.3|. Procedure: 1-(1-Aminomethylcyclohexyl)-4-methylpiperazine (0.5 g) was added to 10% sodium hydroxide solution (10 ml) and p-toluene sulphonyl chloride (0.5 g), and the mixture shaken vigorously. The solid was filtered, washed with water and recrystallised from 95% ethanol to give colourless needles (0.4 g, 46.2%) of 1-(1-tosylaminomethylcyclohexyl)-4-methyl piperazine, m.p. 128°-130°. The reactants are CO, Cl, CC(Nc1ccc(F)c(F)c1F)C(=O)O. Yields the product COC(=O)C(C)Nc1ccc(F)c(F)c1F. As a reaction SMILES: [CH3:17][OH:18].[ClH:16].[F:1][c:2]1[c:3]([NH:4][CH:5]([C:6](=[O:7])[OH:8])[CH3:9])[cH:10][cH:11][c:12]([F:15])[c:13]1[F:14]>>[F:1][c:2]1[c:3]([NH:4][CH:5]([C:6](=[O:7])[O:8][CH3:17])[CH3:9])[cH:10][cH:11][c:12]([F:15])[c:13]1[F:14]. Reactants: FC=1C=C2CC(CC2=CC1)(C(=O)O)NC(C1=C(C(=CC=C1)C)C=C(C)C)=O (5-Fluoro-2-[3-methyl-2-(2-methyl-propenyl)-benzoylamino]-indan-2-carboxylic acid). Reagents/catalysts: [Pd] (Pd—C). Solvent: C(C)(=O)O (acetic acid). Yields the product FC=1C=C2CC(CC2=CC1)(C(=O)O)NC(C1=C(C(=CC=C1)C)CC(C)C)=O (5-Fluoro-2-(2-isobutyl-3-methyl-benzoylamino)-indan-2-carboxylic acid). Yield: 85.9%. Reaction SMILES: [F:1][C:2]1[CH:3]=[C:4]2[C:8](=[CH:9][CH:10]=1)[CH2:7][C:6]([NH:14][C:15](=[O:27])[C:16]1[CH:21]=[CH:20][CH:19]=[C:18]([CH3:22])[C:17]=1[CH:23]=[C:24]([CH3:26])[CH3:25])([C:11]([OH:13])=[O:12])[CH2:5]2>C(O)(=O)C.[Pd]>[F:1][C:2]1[CH:3]=[C:4]2[C:8](=[CH:9][CH:10]=1)[CH2:7][C:6]([NH:14][C:15](=[O:27])[C:16]1[CH:21]=[CH:20][CH:19]=[C:18]([CH3:22])[C:17]=1[CH2:23][CH:24]([CH3:25])[CH3:26])([C:11]([OH:13])=[O:12])[CH2:5]2. Procedure: To a solution of 2-[3-methyl-2-(2-methyl-propenyl)-benzoylamino]-indan-2-carboxylic acid (149) (230 mg, 0.63 mmol) in acetic acid (10 mL) is added the catalyst, Pd—C (5 wt. % Pd, 134 mg, 6.3% mmol) under argon. The resulting reaction mixture is moved to the Paar apparatus to run hydrogenation: 55 psi, 95° C., overnight. The catalyst is removed by filtration through a pre-column (10 g silica gel) and washed with EtOH. The combined organic solution is concentrated in vacuo. The residue is purified... Reactants: CO, NN, O=C1Nc2ccccc2C1=O, O. Product: NN=C1Nc2ccccc2C1=O. Reaction SMILES: [CH3:15][OH:16].[NH2:13][NH2:14].[O:1]=[C:2]1[NH:3][c:4]2[cH:5][cH:6][cH:7][cH:8][c:9]2[C:10]1=[O:11].[OH2:12]>>[C:2]1(=[N:13][NH2:14])[NH:3][c:4]2[cH:5][cH:6][cH:7][cH:8][c:9]2[C:10]1=[O:11]. Starting materials: ClC1=C(C(=O)O)C=C(C(=C1O)O)Cl (2,5-dichloro-3,4-dihydroxybenzoic acid), C([O-])([O-])=O.[K+].[K+] (potassium carbonate), COC1=CC=C(CBr)C=C1 (p-methoxybenzyl bromide), C([O-])([O-])=O.[K+].[K+] (potassium carbonate), COC1=CC=C(CBr)C=C1 (p-methoxybenzyl bromide), ice water. Solvent: CN(C=O)C (dimethylformamide). Product: COC1=CC=C(COC(C2=C(C(=C(C(=C2)Cl)OCC2=CC=C(C=C2)OC)OCC2=CC=C(C=C2)OC)Cl)=O)C=C1 (2.5-dichloro-3,4-bis(p-methoxybenzyloxy)benzoic acid p-methoxybenzyl ester). Yield: 156.1%. RXN SMILES: [Cl:1][C:2]1[C:10]([OH:11])=[C:9]([OH:12])[C:8]([Cl:13])=[CH:7][C:3]=1[C:4]([OH:6])=[O:5].[C:14](=[O:17])([O-])[O-].[K+].[K+].[CH3:20][O:21][C:22]1[CH:29]=[CH:28][C:25]([CH2:26]Br)=[CH:24][CH:23]=1>CN(C)C=O>[CH3:20][O:21][C:22]1[CH:29]=[CH:28][C:25]([CH2:26][O:5][C:4](=[O:6])[C:3]2[CH:7]=[C:8]([Cl:13])[C:9]([O:12][CH2:26][C:25]3[CH:28]=[CH:29][C:22]([O:21][CH3:20])=[CH:23][CH:24]=3)=[C:10]([O:11][CH2:4][C:3]3[CH:7]=[CH:8][C:9]([O:17][CH3:14])=[CH:10][CH:2]=3)[C:2]=2[Cl:1])=[CH:24][CH:23]=1 |f:1.2.3|. Procedure details: To a solution of 2,5-dichloro-3,4-dihydroxybenzoic acid (2.4 g) in dimethylformamide (20 ml) are added potassium carbonate (4.90 g: 3.6 Eq.) and p-methoxybenzyl bromide (7.14 g: 3.6 Eq.). To the stirring mixture are added at room temperature every 2 hours potassium carbonate (1.6 g: 1.2 Eq.) and p-methoxybenzyl bromide (2.3 g: 1.2 Eq.). The reaction mixture is poured into ice water and extracted with ethyl acetate. The extract is washed with water, dried, and concentrated under reduced pressure....